The task is: describe an organic reaction: reactants, conditions, products, and yield. This data is from the Open Reaction Database (ORD), a public repository of structured organic reaction records. Reagents/catalysts: [Pd].C1(=CC=CC=C1)P(C1=CC=CC=C1)C1=CC=CC=C1.C1(=CC=CC=C1)P(C1=CC=CC=C1)C1=CC=CC=C1.C1(=CC=CC=C1)P(C1=CC=CC=C1)C1=CC=CC=C1.C1(=CC=CC=C1)P(C1=CC=CC=C1)C1=CC=CC=C1 (tetrakis (triphenylphosphine) palladium (0)). Procedure details: A mixture of 1-(3-fluoro-5-iodophenylcarbamoyl)-5-methoxy-6-trifluoromethylindoline (D17, 0.31 g, 0.65 mmol), 4-methyl-3-pyridylboronic acid (88 mg, 0.65 mmol), tetrakis (triphenylphosphine) palladium (0) (23 mg, 0.02 mmol) and sodium carbonate (0.31 g, 3.0 mmol) in 1,2-dimethoxyethane (20 mL) and water (2 mL) was heated under reflux for 24 h, then cooled and poured into water. The aqueous mixture was extracted with dichloromethane/methanol, and the organic extract was washed with brine, dried a... The product is FC=1C=C(C=C(C1)C=1C=NC=CC1C)NC(=O)N1CCC2=CC(=C(C=C12)C(F)(F)F)OC (1-(3-Fluoro5-(4-methyl-3-pyridyl)phenylcarbamoyl)-5-methoxy-6-trifluoromethylindoline). Solvent: COCCOC (1,2-dimethoxyethane), O (water), O (water). Starting materials: FC=1C=C(C=C(C1)I)NC(=O)N1CCC2=CC(=C(C=C12)C(F)(F)F)OC (1-(3-Fluoro-5-iodophenylcarbamoyl)-5-methoxy-6-trifluoromethylindoline), CC1=C(C=NC=C1)B(O)O (4-methyl-3-pyridylboronic acid), C([O-])([O-])=O.[Na+].[Na+] (sodium carbonate). Reaction SMILES: [F:1][C:2]1[CH:3]=[C:4]([NH:9][C:10]([N:12]2[C:20]3[C:15](=[CH:16][C:17]([O:25][CH3:26])=[C:18]([C:21]([F:24])([F:23])[F:22])[CH:19]=3)[CH2:14][CH2:13]2)=[O:11])[CH:5]=[C:6](I)[CH:7]=1.[CH3:27][C:28]1[CH:33]=[CH:32][N:31]=[CH:30][C:29]=1B(O)O.C(=O)([O-])[O-].[Na+].[Na+]>COCCOC.O.[Pd].C1(P(C2C=CC=CC=2)C2C=CC=CC=2)C=CC=CC=1.C1(P(C2C=CC=CC=2)C2C=CC=CC=2)C=CC=CC=1.C1(P(C2C=CC=CC=2)C2C=CC=CC=2)C=CC=CC=1.C1(P(C2C=CC=CC=2)C2C=CC=CC=2)C=CC=CC=1>[F:1][C:2]1[CH:3]=[C:4]([NH:9][C:10]([N:12]2[C:20]3[C:15](=[CH:16][C:17]([O:25][CH3:26])=[C:18]([C:21]([F:24])([F:23])[F:22])[CH:19]=3)[CH2:14][CH2:13]2)=[O:11])[CH:5]=[C:6]([C:29]2[CH:30]=[N:31][CH:32]=[CH:33][C:28]=2[CH3:27])[CH:7]=1 |f:2.3.4,7.8.9.10.11|. The reactants are CC1(N2C([C@@H]([C@H]2CCO1)[N+]#[C-])=O)C ((6R,7R)-2,2-dimethyl-7-isocyano-1-aza-3-oxabicyclo[4.2.0]octan-8-one), C(CCC)[SnH](CCCC)CCCC (tributyltinhydride), N(=NC(C#N)(C)C)C(C#N)(C)C (azobisisobutyronitrile). The solvent is C1=CC=CC=C1 (benzene). The product is CCCCCCCC=O (octan-8-one). RXN SMILES: CC1(C)O[CH2:8][CH2:7][C@H:6]2N1[C:4](=[O:12])[C@@H:5]2[N+]#[C-].[CH2:14]([SnH](CCCC)CCCC)[CH2:15][CH2:16]C.N(C(C)(C)C#N)=NC(C)(C)C#N>C1C=CC=CC=1>[CH3:14][CH2:15][CH2:16][CH2:8][CH2:7][CH2:6][CH2:5][CH:4]=[O:12]. Procedure details: A mixture of (6R,7R)-2,2-dimethyl-7-isocyano-1-aza-3-oxabicyclo[4.2.0]octan-8-one (150 mg), tributyltinhydride (0.263 ml), and azobisisobutyronitrile (14 mg) in benzene (4.5 ml) was refluxed for 15 minutes. The resulting solution was chromatographed on silica gel (4.5 g) eluting with a mixture of benzene and acetone (15:1-16:1) to give the crude product (140 mg) as an oil, which was purified by silica gel (5 g) chromatography (eluate: a mixture of methylene chloride and ethyl acetate 30:1-5:1) t...